Task: describe an organic reaction: reactants, conditions, products, and yield. Dataset: the Open Reaction Database (ORD), a public repository of structured organic reaction records The reactants are O[C@H]1CN2CCC1CC2 (3-(R)-Hydroxy-quinuclidine), IC1=CC=C(C=C1)OC1=CC=CC=C1 (1-iodo-4-phenoxy-benzene). Product: O(C1=CC=CC=C1)C1=CC=C(O[C@H]2CN3CCC2CC3)C=C1 ((R)-3-(4-phenoxyphenoxy)quinuclidine). Reaction SMILES: [OH:1][C@@H:2]1[CH:7]2[CH2:8][CH2:9][N:4]([CH2:5][CH2:6]2)[CH2:3]1.I[C:11]1[CH:16]=[CH:15][C:14]([O:17][C:18]2[CH:23]=[CH:22][CH:21]=[CH:20][CH:19]=2)=[CH:13][CH:12]=1>>[O:17]([C:18]1[CH:19]=[CH:20][C:21]([O:1][C@@H:2]2[CH:7]3[CH2:8][CH2:9][N:4]([CH2:5][CH2:6]3)[CH2:3]2)=[CH:22][CH:23]=1)[C:14]1[CH:15]=[CH:16][CH:11]=[CH:12][CH:13]=1. Reported procedure: 3-(R)-Hydroxy-quinuclidine (the product of Reference Example 1, 152 mg, 1.2 mmol), was coupled with 1-iodo-4-phenoxy-benzene (178 mg, 0.6 mmol) according to the procedure of Example 3A. The title product was purified by chromatography (SiO2, CH2Cl2:MeOH:NH3.H2O, 90:10:1, Rf. 0.20) as oil (25 mg, yield, 14%). 1H NMR (MeOH-d4, 300 MHz) δ 1.45–1.58 (m, 1H), 1.64–1.85 (m, 2H), 2.00–2.15 (m, 1H), 2.20–2.30 (m, 1H), 2.70–3.10 (m, 5H), 3.34–3.40 (m, 1H), 4.52 (m, 1H), 6.83–6.98 (m, 6H), 7.03 (tt, J=7.5... The reactants are O=C(NC1CCC(C(=O)O)CC1)OCc1ccccc1, CNOC, O=C(Cl)C(=O)Cl, ClCCl, Cl, c1ccncc1. The product is CON(C)C(=O)C1CCC(NC(=O)OCc2ccccc2)CC1. RXN SMILES: [CH2:7]([c:8]1[cH:9][cH:10][cH:11][cH:12][cH:13]1)[O:14][C:15](=[O:16])[NH:17][CH:18]1[CH2:19][CH2:20][CH:21]([C:24](=[O:25])[OH:26])[CH2:22][CH2:23]1.[CH3:28][NH:29][O:30][CH3:31].[Cl:1][C:2]([C:3]([Cl:4])=[O:5])=[O:6].[Cl:32][CH2:33][Cl:34].[ClH:27].[cH:35]1[cH:36][cH:37][n:38][cH:39][cH:40]1>>[CH2:7]([c:8]1[cH:9][cH:10][cH:11][cH:12][cH:13]1)[O:14][C:15](=[O:16])[NH:17][CH:18]1[CH2:19][CH2:20][CH:21]([C:24](=[O:26])[N:29]([CH3:28])[O:30][CH3:31])[CH2:22][CH2:23]1. The reactants are CN1CCCC1=O, O=C1NCC(CCl)O1, Cl, [H-], [Na+], ClCc1ccncc1. The product is O=C1OC(CCl)CN1Cc1ccncc1. As a reaction SMILES: [CH3:20][N:21]1[CH2:22][CH2:23][CH2:24][C:25]1=[O:26].[Cl:3][CH2:4][CH:5]1[CH2:6][NH:7][C:8](=[O:10])[O:9]1.[ClH:11].[H-:1].[Na+:2].[cH:12]1[cH:13][c:14]([CH2:18][Cl:19])[cH:15][cH:16][n:17]1>>[Cl:3][CH2:4][CH:5]1[CH2:6][N:7]([CH2:18][c:14]2[cH:13][cH:12][n:17][cH:16][cH:15]2)[C:8](=[O:10])[O:9]1. Starting materials: O=C(CBr)c1ccccc1, COC(=O)CC#N, CC#N, COC(=O)c1cc(-c2ccccc2)[nH]c1Cl, F[n+]1c(Cl)cccc1Cl, O=S(=O)([O-])C(F)(F)F. Product: COC(=O)c1c(Cl)[nH]c(-c2ccccc2)c1F. RXN SMILES: [Br:24][CH2:25][C:26]([c:27]1[cH:28][cH:29][cH:30][cH:31][cH:32]1)=[O:33].[CH3:17][O:18][C:19]([CH2:20][C:21]#[N:22])=[O:23].[CH3:51][C:52]#[N:53].[Cl:1][c:2]1[nH:3][c:4](-[c:11]2[cH:12][cH:13][cH:14][cH:15][cH:16]2)[cH:5][c:6]1[C:7](=[O:8])[O:9][CH3:10].[Cl:42][c:43]1[cH:44][cH:45][cH:46][c:47]([Cl:48])[n+:49]1[F:50].[S:34]([O-:35])([C:36]([F:37])([F:38])[F:39])(=[O:40])=[O:41]>>[Cl:1][c:2]1[nH:3][c:4](-[c:11]2[cH:12][cH:13][cH:14][cH:15][cH:16]2)[c:5]([F:38])[c:6]1[C:7](=[O:8])[O:9][CH3:10]. The reactants are OCC1=CC=C(C=C1)C1=NC=2C(NC=CC2C=C1C1=CC=CC=C1)=O (2-[4-(hydroxymethyl)phenyl]-3-phenyl-1,7-naphthyridin-8(7H)-one). Reagents/catalysts: [O-2].[O-2].[Mn+4] (manganese dioxide). Solvent: C(Cl)(Cl)Cl (chloroform), C(C)#N (acetonitrile). Run at temperature 60 celsius. The product is O=C1NC=CC=2C=C(C(=NC12)C1=CC=C(C=O)C=C1)C1=CC=CC=C1 (4-(8-Oxo-3-phenyl-7,8-dihydro-1,7-naphthyridin-2-yl)benzaldehyde). RXN SMILES: [OH:1][CH2:2][C:3]1[CH:8]=[CH:7][C:6]([C:9]2[C:18]([C:19]3[CH:24]=[CH:23][CH:22]=[CH:21][CH:20]=3)=[CH:17][C:16]3[CH:15]=[CH:14][NH:13][C:12](=[O:25])[C:11]=3[N:10]=2)=[CH:5][CH:4]=1>C(Cl)(Cl)Cl.C(#N)C.[O-2].[O-2].[Mn+4]>[O:25]=[C:12]1[C:11]2[N:10]=[C:9]([C:6]3[CH:7]=[CH:8][C:3]([CH:2]=[O:1])=[CH:4][CH:5]=3)[C:18]([C:19]3[CH:20]=[CH:21][CH:22]=[CH:23][CH:24]=3)=[CH:17][C:16]=2[CH:15]=[CH:14][NH:13]1 |f:3.4.5|. Reported procedure: To a solution of 2-[4-(hydroxymethyl)phenyl]-3-phenyl-1,7-naphthyridin-8(7H)-one (46 mg, 0.14 mmol) in chloroform (4 mL) and acetonitrile (4 mL) was added activated manganese dioxide (200 mg, 2.2 mmol). This suspension was warmed at 60° C. for three hours. The warm suspension was filtered, rinsed with chloroform and the solvents removed in vacuo to give the title compound. 1H-NMR (500 MHz, CDCl3): δ 12.68 (1H, s), 10.00 (1H, br s), 7.99 (1H, s), 7.82 (2H, d, J=8.3 Hz), 7.77 (2H, d, J=8.3 Hz), 7.... Reactants: CN(C)C=O, [Cl-], O=C(Cl)C(=O)Cl, ClCCl, Cc1ccc(-c2noc(N3CCC3)n2)cc1[N+](=O)[O-], c1ccncc1, O=C(O)c1cnc2ccccn12. The product is Cc1ccc(-c2noc(N3CCC3)n2)cc1NC(=O)c1cnc2ccccn12. Reaction SMILES: [CH3:48][N:49]([CH3:50])[CH:51]=[O:52].[Cl-:19].[Cl:13][C:14]([C:15]([Cl:16])=[O:17])=[O:18].[Cl:39][CH2:40][Cl:41].[N:20]1([c:24]2[n:25][c:26](-[c:29]3[cH:30][c:31]([N+:36]([O-:37])=[O:38])[c:32]([CH3:35])[cH:33][cH:34]3)[n:27][o:28]2)[CH2:21][CH2:22][CH2:23]1.[cH:42]1[cH:43][cH:44][n:45][cH:46][cH:47]1.[n:1]1[cH:2][c:3]([C:10](=[O:11])[OH:12])[n:4]2[c:5]1[cH:6][cH:7][cH:8][cH:9]2>>[n:1]1[cH:2][c:3]([C:10](=[O:12])[NH:36][c:31]2[cH:30][c:29](-[c:26]3[n:25][c:24]([N:20]4[CH2:21][CH2:22][CH2:23]4)[o:28][n:27]3)[cH:34][cH:33][c:32]2[CH3:35])[n:4]2[c:5]1[cH:6][cH:7][cH:8][cH:9]2.